This data is from the Open Reaction Database (ORD), a public repository of structured organic reaction records. The task is: describe an organic reaction: reactants, conditions, products, and yield Product: CC(=O)OCCn1ccc2c([N+](=O)[O-])cccc2c1=O. RXN SMILES: [CH2:31]([Cl:32])[Cl:33].[CH3:27][C:28]([Cl:29])=[O:30].[CH3:34][N:35]([CH3:36])[CH:37]=[O:38].[CH:18]([N:19]([CH2:20][CH3:21])[CH:22]([CH3:23])[CH3:24])([CH3:25])[CH3:26].[OH:1][CH2:2][CH2:3][n:4]1[c:5](=[O:17])[c:6]2[cH:7][cH:8][cH:9][c:10]([N+:14](=[O:15])[O-:16])[c:11]2[cH:12][cH:13]1>>[O:1]([CH2:2][CH2:3][n:4]1[c:5](=[O:17])[c:6]2[cH:7][cH:8][cH:9][c:10]([N+:14](=[O:15])[O-:16])[c:11]2[cH:12][cH:13]1)[C:28]([CH3:27])=[O:30]. Reactants: ClCCl, CC(=O)Cl, CN(C)C=O, CCN(C(C)C)C(C)C, O=c1c2cccc([N+](=O)[O-])c2ccn1CCO. Reaction SMILES: [C+4:34].[CH3:27][CH2:28][OH:29].[CH:30]([Cl:31])([Cl:32])[Cl:33].[O:1]=[C:2]1[N:3]([CH2:12][c:13]2[cH:14][c:15]3[cH:16][cH:17][c:18]([CH:23]=[CH:24][C:25]#[N:26])[n:19][c:20]3[cH:21][cH:22]2)[C:4](=[O:11])[c:5]2[cH:6][cH:7][cH:8][cH:9][c:10]21.[OH-:35].[OH-:37].[OH-:38].[OH-:39].[OH-:40].[OH-:41].[Pd+2:36]>>[O:1]=[C:2]1[N:3]([CH2:12][c:13]2[cH:14][c:15]3[cH:16][cH:17][c:18]([CH2:23][CH2:24][C:25]#[N:26])[n:19][c:20]3[cH:21][cH:22]2)[C:4](=[O:11])[c:5]2[cH:6][cH:7][cH:8][cH:9][c:10]21. Product: N#CCCc1ccc2cc(CN3C(=O)c4ccccc4C3=O)ccc2n1. Starting materials: [C+4], CCO, ClC(Cl)Cl, N#CC=Cc1ccc2cc(CN3C(=O)c4ccccc4C3=O)ccc2n1, [OH-], [OH-], [OH-], [OH-], [OH-], [OH-], [Pd+2]. Reactants: CCN(C(C)C)C(C)C, Cc1cc(OS(=O)(=O)C(F)(F)F)c2c(C)cn(-c3c(C)cc(Cl)cc3C)c2n1, CCOC(=O)C1CCNCC1, O. Yields the product CCOC(=O)C1CCN(c2cc(C)nc3c2c(C)cn3-c2c(C)cc(Cl)cc2C)CC1. RXN SMILES: [CH:40]([N:41]([CH2:42][CH3:43])[CH:44]([CH3:45])[CH3:46])([CH3:47])[CH3:48].[Cl:1][c:2]1[cH:3][c:4]([CH3:28])[c:5](-[n:9]2[cH:10][c:11]([CH3:27])[c:12]3[c:13]2[n:14][c:15]([CH3:26])[cH:16][c:17]3[O:18][S:19]([C:20]([F:21])([F:22])[F:23])(=[O:24])=[O:25])[c:6]([CH3:8])[cH:7]1.[NH:29]1[CH2:30][CH2:31][CH:32]([C:33](=[O:34])[O:35][CH2:36][CH3:37])[CH2:38][CH2:39]1.[OH2:49]>>[Cl:1][c:2]1[cH:3][c:4]([CH3:28])[c:5](-[n:9]2[cH:10][c:11]([CH3:27])[c:12]3[c:13]2[n:14][c:15]([CH3:26])[cH:16][c:17]3[N:29]2[CH2:30][CH2:31][CH:32]([C:33](=[O:34])[O:35][CH2:36][CH3:37])[CH2:38][CH2:39]2)[c:6]([CH3:8])[cH:7]1. Starting materials: C(C)OC(C(CC1=C(C=CC(=C1)Cl)OCC(=O)N1[C@@H](CN([C@H](C1)C)CC1=CC=C(C=C1)F)C)[N+](=O)[O-])=O (3-(5-chloro-2-{2-[4-(4-fluoro-benzyl)-(2R,5S)-2,5-dimethyl-piperazin-1-yl]-2-oxo-ethoxy}-phenyl)-2-nitro-propionic acid ethyl ester). Reagents/catalysts: [Zn] (zinc). Solvent: C(C)(=O)O (acetic acid). Reaction conditions: temperature 60 celsius. Product: C(C)OC(C(CC1=C(C=CC(=C1)Cl)OCC(=O)N1[C@@H](CN([C@H](C1)C)CC1=CC=C(C=C1)F)C)N)=O (2-Amino-3-(5-chloro-2-{2-[4-(4-fluoro-benzyl)-(2R,5S)-2,5-dimethyl-piperazin-1-yl]-2-oxo-ethoxy}-phenyl)-propionic acid ethyl ester). Isolated yield 100.3%. RXN SMILES: [CH2:1]([O:3][C:4](=[O:37])[CH:5]([N+:34]([O-])=O)[CH2:6][C:7]1[CH:12]=[C:11]([Cl:13])[CH:10]=[CH:9][C:8]=1[O:14][CH2:15][C:16]([N:18]1[CH2:23][C@H:22]([CH3:24])[N:21]([CH2:25][C:26]2[CH:31]=[CH:30][C:29]([F:32])=[CH:28][CH:27]=2)[CH2:20][C@H:19]1[CH3:33])=[O:17])[CH3:2]>C(O)(=O)C.[Zn]>[CH2:1]([O:3][C:4](=[O:37])[CH:5]([NH2:34])[CH2:6][C:7]1[CH:12]=[C:11]([Cl:13])[CH:10]=[CH:9][C:8]=1[O:14][CH2:15][C:16]([N:18]1[CH2:23][C@H:22]([CH3:24])[N:21]([CH2:25][C:26]2[CH:31]=[CH:30][C:29]([F:32])=[CH:28][CH:27]=2)[CH2:20][C@H:19]1[CH3:33])=[O:17])[CH3:2]. Procedure: To a solution of 3-(5-chloro-2-{2-[4-(4-fluoro-benzyl)-(2R,5S)-2,5-dimethyl-piperazin-1-yl]-2-oxo-ethoxy}-phenyl)-2-nitro-propionic acid ethyl ester (0.035 g, 0.065 mmol) in acetic acid (1 ml) was added zinc dust (0.085 g, 1.3 mmol). After 2 hours of heating at 60° C. the reaction was filtered and concentrated in vacuo. Chromatography on silica gel gave the title compound (0.033 g). Starting materials: CCOC(=O)N1C(=O)c2ccccc2C1=O, ClCCl, NCCc1c[nH]c2ccccc12. Yields the product O=C1c2ccccc2C(=O)N1CCc1c[nH]c2ccccc12. As a reaction SMILES: [C:13]([N:14]1[C:19](=[O:28])[c:20]2[c:21]([cH:24][cH:25][cH:26][cH:27]2)[C:22]1=[O:23])([O:15][CH2:16][CH3:17])=[O:18].[Cl:29][CH2:30][Cl:31].[NH2:1][CH2:2][CH2:3][c:4]1[cH:5][nH:6][c:7]2[cH:8][cH:9][cH:10][cH:11][c:12]12>>[N:1]1([CH2:2][CH2:3][c:4]2[cH:5][nH:6][c:7]3[cH:8][cH:9][cH:10][cH:11][c:12]23)[C:19](=[O:28])[c:20]2[c:21]([cH:24][cH:25][cH:26][cH:27]2)[C:22]1=[O:23]. Starting materials: C(CCC)[Sn](C=1OC=CC1)(CCCC)CCCC (2-tri-n-butylstannylfuran), BrC=1C(=NN2C(=NN=CC21)C2=NOC(=C2)C)OCC2=NC=NN2C (3-Bromo-7-(5-methylisoxazol-3-yl)-2-(1-methyl-1H-[1,2, 4]triazol-5-ylmethoxy)pyrazolo[1,5-d][1,2,4]triazine), [SnH4] (stannane). The reagents and catalysts are [Pd] (palladium). Solvent: O1CCOCC1 (dioxan). Product: O1C(=CC=C1)C=1C(=NN2C(=NN=CC21)C2=NOC(=C2)C)OCC2=NC=NN2C (3-(Furan-2-yl)-7-(5-methylisoxazol-3-yl)-2-(1-methyl-1H-[1,2,4]triazol-5-ylmethoxy)pyrazolo[1,5-d][1,2,4]triazine). Isolated yield 196.9%. RXN SMILES: Br[C:2]1[C:3]([O:17][CH2:18][C:19]2[N:23]([CH3:24])[N:22]=[CH:21][N:20]=2)=[N:4][N:5]2[C:10]=1[CH:9]=[N:8][N:7]=[C:6]2[C:11]1[CH:15]=[C:14]([CH3:16])[O:13][N:12]=1.C([Sn](CCCC)(CCCC)[C:30]1[O:31][CH:32]=[CH:33][CH:34]=1)CCC.[SnH4]>O1CCOCC1.[Pd]>[O:31]1[CH:32]=[CH:33][CH:34]=[C:30]1[C:2]1[C:3]([O:17][CH2:18][C:19]2[N:23]([CH3:24])[N:22]=[CH:21][N:20]=2)=[N:4][N:5]2[C:10]=1[CH:9]=[N:8][N:7]=[C:6]2[C:11]1[CH:15]=[C:14]([CH3:16])[O:13][N:12]=1. Reported procedure: A stirred mixture of 3-bromo-7-(5-methylisoxazol-3-yl)-2-(1-methyl-1H-[1,2,4]triazol-5-ylmethoxy)pyrazolo[1,5-d][1,2,4]triazine (Example 7) (80 mg, 0.20 mmol) in dioxan (10 mL) containing 2-tri-n-butylstannylfuran (146 mg, 0.41 mmol) was degassed with nitrogen for 20 min. Tetrakis-triphenylphosphine palladium(0) (50 mg) and copper(I)iodide (5 mg) were added and the mixture heated at reflux for 8 h. Further stannane (146 mg, 0.41 mmol) and palladium catalyst (50 mg) were added and the mixture hea...